Dataset: the Open Reaction Database (ORD), a public repository of structured organic reaction records. Task: describe an organic reaction: reactants, conditions, products, and yield Reactants: C(C)OC(=O)C1(CC1)[C@H]1C(N(C[C@@H]1C)[C@@H](C)C1=CC=CC=C1)=S ((3S,4R)-3-(1-Ethoxycarbonylcyclopropyl)-4-methyl-1-[(S)-1-phenylethyl]-2-pyrrolidinethion). Reagents/catalysts: [Ni] (Raney nickel). The solvent is C(C)O (ethanol). Yields the product C(C)OC(=O)C1(CC1)[C@H]1CN(C[C@@H]1C)[C@@H](C)C1=CC=CC=C1 ((3S,4R)-3-(1-Ethoxycarbonylcyclopropyl)-4-methyl-1-[(S)-1-phenylethyl]pyrrolidine). The yield is 34.1%. As a reaction SMILES: [CH2:1]([O:3][C:4]([C:6]1([C@@H:9]2[C@@H:13]([CH3:14])[CH2:12][N:11]([C@H:15]([C:17]3[CH:22]=[CH:21][CH:20]=[CH:19][CH:18]=3)[CH3:16])[C:10]2=S)[CH2:8][CH2:7]1)=[O:5])[CH3:2]>C(O)C.[Ni]>[CH2:1]([O:3][C:4]([C:6]1([C@@H:9]2[C@@H:13]([CH3:14])[CH2:12][N:11]([C@H:15]([C:17]3[CH:22]=[CH:21][CH:20]=[CH:19][CH:18]=3)[CH3:16])[CH2:10]2)[CH2:8][CH2:7]1)=[O:5])[CH3:2]. Reported procedure: (3S,4R)-3-(1-Ethoxycarbonylcyclopropyl)-4-methyl-1-[(S)-1-phenylethyl]-2-pyrrolidinethion (1.80 g, 5.43 mmol) was dissolved in ethanol (100 ml), and the solution was mixed with Raney nickel (10 ml) and heated under reflux for 1.5 hours. After completing the reaction, the reaction solution was filtered through celite and the filtrate was concentrated under reduced pressure. The resulting residue was dissolved in chloroform (100 ml), washed with 10% ammonia water (100 ml), water (100 ml) and satur... Reactants: C(CC(C)C)ON=O (isoamylnitrite), BrC1=C(N)C=CC=C1 (2-bromoaniline), C1=CC=CC=C1 (benzene), C1=CC=CC=C1 (benzene). The product is BrC1=C(C=CC=C1)C1=CC=CC=C1 (2-Bromobiphenyl). As a reaction SMILES: C(ON=O)CC(C)C.[Br:9][C:10]1[CH:16]=[CH:15][CH:14]=[CH:13][C:11]=1N.[CH:17]1[CH:22]=[CH:21][CH:20]=[CH:19][CH:18]=1>>[Br:9][C:10]1[CH:16]=[CH:15][CH:14]=[CH:13][C:11]=1[C:17]1[CH:22]=[CH:21][CH:20]=[CH:19][CH:18]=1. Procedure: A solution of 8.8 mL of isoamylnitrite in 120 mL of benzene at 45° C. was treated dropwise over 30 minutes with a solution of 7.5 g of 2-bromoaniline in 30 mL of benzene. After the addition was complete, the mixture was heated at reflux for 90 minutes then cooled and concentrated under vacuum. The product was purified by preparative high pressure liquid chromatography on silica, eluting with hexanes. 1H NMR (200 MHz,CDCl3): 7.23 (m,2H), 7.35 (m,1H), 7.44 (s,5H), 7.70 (d,8 Hz,1H). Reactants: C1(=CC=CC=C1)NC(=O)N1CCNCC1 (piperazine-1-carboxylic acid phenylamide), CC=1C=C(C=O)C=CC1C (3,4-dimethylbenzaldehyde). The product is C1(=CC=CC=C1)NC(=O)N1CCN(CC1)CC1=CC(=C(C=C1)C)C (4-(3,4-Dimethyl-benzyl)-piperazine-1-carboxylic acid phenylamide). Reaction SMILES: [C:1]1([NH:7][C:8]([N:10]2[CH2:15][CH2:14][NH:13][CH2:12][CH2:11]2)=[O:9])[CH:6]=[CH:5][CH:4]=[CH:3][CH:2]=1.[CH3:16][C:17]1[CH:18]=[C:19]([CH:22]=[CH:23][C:24]=1[CH3:25])[CH:20]=O>>[C:1]1([NH:7][C:8]([N:10]2[CH2:15][CH2:14][N:13]([CH2:20][C:19]3[CH:22]=[CH:23][C:24]([CH3:25])=[C:17]([CH3:16])[CH:18]=3)[CH2:12][CH2:11]2)=[O:9])[CH:6]=[CH:5][CH:4]=[CH:3][CH:2]=1. Procedure: The title compound was prepared from piperazine-1-carboxylic acid phenylamide and 3,4-dimethylbenzaldehyde. 1H NMR (400 MHz, CDCl3): 7.35-7.26 (m, 4H), 7.11-7.00 (m, 4H), 6.31 (s, 1H), 3.51-3.48 (m, 6H), 2.49-2.26 (m, 4H), 2.26 (d, J=3.8 Hz, 6H). Reactants: C(C)(C)(C)OC(=O)N1[C@@H](CCC1)C(=O)O[C@@H](CC1=C(C=[N+](C=C1Cl)[O-])Cl)C1=CC(=C(C=C1)OC(F)F)OCC1CC1 (4-((S)-2-(((S)-1-(tert-butoxycarbonyl)pyrrolidine-2-carbonyl)oxy)-2-(3-(cyclopropylmethoxy)-4-(difluoromethoxy)phenyl)ethyl)-3,5-dichloropyridine 1-oxide), Cl (HCl), O1CCOCC1 (dioxane), Cl (HCl), O1CCOCC1 (dioxane), carboxylic acid, OC=1C=C(C=CC1)[C@H](C1=CC=CC=C1)NC(O[C@H]1CN2CCC1CC2)=O ((R)-quinuclidin-3-yl ((S)-(3-hydroxyphenyl)(phenyl)methyl)carbamate), Cl.CN(CCCN=C=NCC)C (N-(3-dimethylaminopropyl)-N′-ethylcarbodiimide hydrochloride), ClS(=O)(=O)C=1C=C(C(=O)O)C=CC1 (3-Chlorosulfonyl benzoic acid), [OH-].[Na+] (NaOH). Reagents/catalysts: CN(C1=CC=NC=C1)C (4-(dimethylamino)-pyridine). Solvent: CCOC(=O)C (EtOAc), CN(C)C=O (DMF). Reaction conditions: time 1 hour. Product: C1(CC1)COC=1C=C(C=CC1OC(F)F)[C@H](CC1=C(C=[N+](C=C1Cl)[O-])Cl)OC(=O)[C@H]1N(CCC1)S(=O)(=O)C1=CC(=CC=C1)C(=O)OC1=CC(=CC=C1)[C@@H](NC(=O)O[C@H]1CN2CCC1CC2)C2=CC=CC=C2 ([(1S)-1-[3-(cyclopropylmethoxy)-4-(difluoromethoxy)phenyl]-2-(3,5-dichloro-1-oxido-pyridin-1-ium-4-yl)ethyl](2S)-1-[3-[3-[(S)-phenyl-[[(3R)-quinuclidin-3-yl]oxycarbonylamino]methyl]phenoxy]carbonylphenyl]sulfonylpyrrolidine-2-carboxylate). As a reaction SMILES: C(OC([N:8]1[CH2:12][CH2:11][CH2:10][C@H:9]1[C:13]([O:15][C@H:16]([C:27]1[CH:32]=[CH:31][C:30]([O:33][CH:34]([F:36])[F:35])=[C:29]([O:37][CH2:38][CH:39]2[CH2:41][CH2:40]2)[CH:28]=1)[CH2:17][C:18]1[C:23]([Cl:24])=[CH:22][N+:21]([O-:25])=[CH:20][C:19]=1[Cl:26])=[O:14])=O)(C)(C)C.Cl.O1CCOCC1.Cl[S:50]([C:53]1[CH:54]=[C:55]([CH:59]=[CH:60][CH:61]=1)[C:56]([OH:58])=[O:57])(=[O:52])=[O:51].[OH-].[Na+].O[C:65]1[CH:66]=[C:67]([C@@H:71]([NH:78][C:79](=[O:89])[O:80][C@@H:81]2[CH:86]3[CH2:87][CH2:88][N:83]([CH2:84][CH2:85]3)[CH2:82]2)[C:72]2[CH:77]=[CH:76][CH:75]=[CH:74][CH:73]=2)[CH:68]=[CH:69][CH:70]=1.Cl.CN(C)CCCN=C=NCC>CCOC(C)=O.CN(C)C1C=CN=CC=1.CN(C=O)C>[CH:39]1([CH2:38][O:37][C:29]2[CH:28]=[C:27]([C@@H:16]([O:15][C:13]([C@@H:9]3[CH2:10][CH2:11][CH2:12][N:8]3[S:50]([C:53]3[CH:61]=[CH:60][CH:59]=[C:55]([C:56]([O:58][C:69]4[CH:70]=[CH:65][CH:66]=[C:67]([C@H:71]([C:72]5[CH:77]=[CH:76][CH:75]=[CH:74][CH:73]=5)[NH:78][C:79]([O:80][C@@H:81]5[CH:86]6[CH2:85][CH2:84][N:83]([CH2:88][CH2:87]6)[CH2:82]5)=[O:89])[CH:68]=4)=[O:57])[CH:54]=3)(=[O:52])=[O:51])=[O:14])[CH2:17][C:18]3[C:19]([Cl:26])=[CH:20][N+:21]([O-:25])=[CH:22][C:23]=3[Cl:24])[CH:32]=[CH:31][C:30]=2[O:33][CH:34]([F:35])[F:36])[CH2:40][CH2:41]1 |f:4.5,7.8|. Procedure: To a solution of 4-((S)-2-(((S)-1-(tert-butoxycarbonyl)pyrrolidine-2-carbonyl)oxy)-2-(3-(cyclopropylmethoxy)-4-(difluoromethoxy)phenyl)ethyl)-3,5-dichloropyridine 1-oxide (I2, 270 mg, 0.44 mmol) dissolved in EtOAc (6 mL) was added a solution of HCl in dioxane (4 N, 7.2 mL, 28.8 mmol) at 0° C. The resulting mixture was stirred at 0° C. for 1 h before addition of HCl in dioxane (4 N, 2 mL, 8.0 mmol). The resulting slurry was stirred for 1 h and then the solvent was removed in vacuo. The residue wa... Reactants: C1(=CC=CC=C1)C1=NN(C(=C1C1=CC=CC=C1)C1=CC=CC=C1)CCCCCCCCC(=O)OC (methyl 3,4,5-triphenyl-lH-pyrazol-1-nonanoate), [OH-].[Na+] (sodium hydroxide). Solvent: CO (methanol). Yields the product O.C1(=CC=CC=C1)C1=NN(C(=C1C1=CC=CC=C1)C1=CC=CC=C1)CCCCCCCCC(=O)O (3,4,5-triphenyl-lH-pyrazol-1-nonanoic acid hydrate). Yield: 172.3%. Reaction SMILES: [C:1]1([C:7]2[C:11]([C:12]3[CH:17]=[CH:16][CH:15]=[CH:14][CH:13]=3)=[C:10]([C:18]3[CH:23]=[CH:22][CH:21]=[CH:20][CH:19]=3)[N:9]([CH2:24][CH2:25][CH2:26][CH2:27][CH2:28][CH2:29][CH2:30][CH2:31][C:32]([O:34]C)=[O:33])[N:8]=2)[CH:6]=[CH:5][CH:4]=[CH:3][CH:2]=1.[OH-].[Na+]>CO>[OH2:33].[C:1]1([C:7]2[C:11]([C:12]3[CH:17]=[CH:16][CH:15]=[CH:14][CH:13]=3)=[C:10]([C:18]3[CH:19]=[CH:20][CH:21]=[CH:22][CH:23]=3)[N:9]([CH2:24][CH2:25][CH2:26][CH2:27][CH2:28][CH2:29][CH2:30][CH2:31][C:32]([OH:34])=[O:33])[N:8]=2)[CH:2]=[CH:3][CH:4]=[CH:5][CH:6]=1 |f:1.2,4.5|. Reported procedure: A mixture of methyl 3,4,5-triphenyl-lH-pyrazol-1-nonanoate (3.45 g, 7.4 mmol), 5 N sodium hydroxide solution (4.44 mL, 22 mmol) and methanol (60 mL) was heated at reflux for 1 hour. The solvent was evaporated, the residue diluted with water and 2 N hydrochloric acid solution added until pH =1. A yellow solid was filtered off and recrystallized from dichloromethane/hexane to afford 3,4,5-triphenyl-lH-pyrazol-1-nonanoic acid hydrate (3 g, 89%); m.p. =110°-112° C. MS(CI): m/e =453 (MH+). The reactants are OCCC1=CC=C(C=C1)NCC(=O)OCC (ethyl N-[4-(2-hydroxyethyl)phenyl]-aminoacetate), C([O-])([O-])=O.[K+].[K+] (potassium carbonate), CI (methyl iodide), O (water). The solvent is CN(C=O)C (N,N-dimethylformamide). Run at time 9 hour. Product: OCCC1=CC=C(C=C1)N(C)CC(=O)OCC (ethyl N-[4-(2-hydroxyethyl)phenyl]-N-methylaminoacetate). Isolated yield 67.1%. Reaction SMILES: [OH:1][CH2:2][CH2:3][C:4]1[CH:9]=[CH:8][C:7]([NH:10][CH2:11][C:12]([O:14][CH2:15][CH3:16])=[O:13])=[CH:6][CH:5]=1.[C:17](=O)([O-])[O-].[K+].[K+].CI.O>CN(C)C=O>[OH:1][CH2:2][CH2:3][C:4]1[CH:5]=[CH:6][C:7]([N:10]([CH2:11][C:12]([O:14][CH2:15][CH3:16])=[O:13])[CH3:17])=[CH:8][CH:9]=1 |f:1.2.3|. Procedure: To a solution of ethyl N-[4-(2-hydroxyethyl)phenyl]-aminoacetate (1.15 g) in N,N-dimethylformamide (10 ml) were added potassium carbonate (1.17 g) and methyl iodide (420 μl), and the mixture was stirred for 9 hours at room temperature. The reaction mixture was poured into water and extracted with ethyl acetate. The extract was washed with brine and dried over anhydrous magnesium sulfate, and the solvent was removed in vacuo. Purification of the residue by flash column chromatography on silica ge...